From a dataset of the Open Reaction Database (ORD), a public repository of structured organic reaction records. describe an organic reaction: reactants, conditions, products, and yield Reactants: C(C)(=O)O (Acetic acid), [O-]CC.[Na+] (sodium ethoxide), C(C)(=O)C=1SC=CC1 (2-acetylthiophene), FC1=CC=C(C=O)C=C1 (4-fluorobenzaldehyde). The solvent is CCO (EtOH), CCO (EtOH). Reaction conditions: time 15 minute. Product: FC1=CC=C(C=C1)C=CC(=O)C=1SC=CC1 (3-(4-Fluorophenyl)-1-(2-thienyl)-2-propen-1-one), needles. Isolated yield 71.0%. RXN SMILES: [O-]CC.[Na+].[C:5]([C:8]1[S:9][CH:10]=[CH:11][CH:12]=1)(=[O:7])[CH3:6].[F:13][C:14]1[CH:21]=[CH:20][C:17]([CH:18]=O)=[CH:16][CH:15]=1.C(O)(=O)C>CCO>[F:13][C:14]1[CH:21]=[CH:20][C:17]([CH:18]=[CH:6][C:5]([C:8]2[S:9][CH:10]=[CH:11][CH:12]=2)=[O:7])=[CH:16][CH:15]=1 |f:0.1|. Procedure: A solution of sodium ethoxide (21% by weight in EtOH, 0.68 gm, 10 mmol) was added to a solution of 2-acetylthiophene (12.60 gm, 100 mmol, from Aldrich) and 4-fluorobenzaldehyde (12.41 gm, 100 mmol, from Aldrich) in EtOH (50 ml) and the mixture stirred under argon for 15 minutes. More EtOH (25 ml) was then added to make a slurry of the reaction mixture, which had partially solidified. Acetic acid (0.60 gm, 11 mmol) was added and a yellow solid filtered out of solution. The solid was recrystallize... Starting materials: amine, CC1(NC(CCC1)(C)C)C (2,2,6,6-tetramethylpiperidine), solution, C(=O)(Cl)Cl (phosgene). Run in C=1(C(=CC=CC1)C)C (xylene), C=1(C(=CC=CC1)C)C (xylene). The product is CC1(N(C(CCC1)(C)C)C(=O)Cl)C (2,2,6,6-tetramethylpiperidinocarboxylic acid chloride). RXN SMILES: [CH3:1][C:2]1([CH3:10])[CH2:7][CH2:6][CH2:5][C:4]([CH3:9])([CH3:8])[NH:3]1.[C:11](Cl)([Cl:13])=[O:12]>C1(C)C(C)=CC=CC=1>[CH3:1][C:2]1([CH3:10])[CH2:7][CH2:6][CH2:5][C:4]([CH3:9])([CH3:8])[N:3]1[C:11]([Cl:13])=[O:12]. Procedure: A solution of 29.7 g (0.21 mol) of redistilled 2,2,6,6-tetramethylpiperidine in 50 ml of xylene is added dropwise in the course of 1.5 hours, at -40°, to 40.2 g of a 25.7% solution of phosgene in xylene (0.105 mol), with stirring and under an inert gas atmosphere. After adding the amine, the mixture is stirred for a further 4 hours at -10° and for 18 hours at -5° to 0°. The 2,2,6,6-tetramethylpiperidinocarboxylic acid chloride which is thus obtained is not isolated but is now treated with a solu... Starting materials: [BH4-].[Na+] (sodium borohydride), C(C1=CC=CC=C1)OC=1C=CC(=[N+](C1)[O-])CC(C(C)(C)OC1=CC=C(C=C1)C#N)=O (5-benzyloxy-2-[3-(4-cyanophenoxy)-3-methyl-2-oxobutyl]pyridine N-oxide). The solvent is C(C)O (ethanol), O (water). Yields the product C(C1=CC=CC=C1)OC=1C=CC(=[N+](C1)[O-])CC(C(C)(C)OC1=CC=C(C=C1)C#N)O (5-benzyloxy-2-[3-(4-cyanophenoxy)-2-hydroxy-3-methylbutyl]pyridine N-oxide). Yield: 80.6%. Reaction SMILES: [BH4-].[Na+].[CH2:3]([O:10][C:11]1[CH:12]=[CH:13][C:14]([CH2:18][C:19](=[O:32])[C:20]([O:23][C:24]2[CH:29]=[CH:28][C:27]([C:30]#[N:31])=[CH:26][CH:25]=2)([CH3:22])[CH3:21])=[N+:15]([O-:17])[CH:16]=1)[C:4]1[CH:9]=[CH:8][CH:7]=[CH:6][CH:5]=1>C(O)C.O>[CH2:3]([O:10][C:11]1[CH:12]=[CH:13][C:14]([CH2:18][CH:19]([OH:32])[C:20]([O:23][C:24]2[CH:29]=[CH:28][C:27]([C:30]#[N:31])=[CH:26][CH:25]=2)([CH3:22])[CH3:21])=[N+:15]([O-:17])[CH:16]=1)[C:4]1[CH:9]=[CH:8][CH:7]=[CH:6][CH:5]=1 |f:0.1|. Reported procedure: 0.46 g of sodium borohydride was added to a stirred solution of 4.53 g of 5-benzyloxy-2-[3-(4-cyanophenoxy)-3-methyl-2-oxobutyl]pyridine N-oxide in 60 ml of ethanol. After 2 hours the solution was diluted with 200 ml of water and extracted with diethyl ether. The organic phase was evaporated to give 3.67 g of 5-benzyloxy-2-[3-(4-cyanophenoxy)-2-hydroxy-3-methylbutyl]pyridine N-oxide of melting point 125° C. after recrystallization from ethanol The reactants are C(C=C)Cl (allyl chloride), N1=CC=CC=C1 (pyridine). Run in O (water). Reaction conditions: temperature 50 celsius, time 8 hour. Product: C(C=C)Cl.[NH+]1=CC=CC=C1 (Pyridinium Allyl Chloride). The yield is 90.0%. As a reaction SMILES: [CH2:1]([Cl:4])[CH:2]=[CH2:3].[N:5]1[CH:10]=[CH:9][CH:8]=[CH:7][CH:6]=1>O>[CH2:1]([Cl:4])[CH:2]=[CH2:3].[NH+:5]1[CH:10]=[CH:9][CH:8]=[CH:7][CH:6]=1 |f:3.4|. Procedure: 466.5 g of water are placed in the reactor. 229.5 g (3 mol) of allyl chloride are added and the mixture is heated to 50° C. 237.0 g (3 mol) of pyridine are then added dropwise over a period of one hour with vigorous stirring. Following a further eight hours at 50° C. the reaction mixture is subjected to steam distillation at 500 mbar/80° C. During the steam distillation the pH is kept at 5 by means of dilute NaOH. Distillation is continued until the content of pyridine in the bottoms is less tha... Starting materials: BrCc1ccccc1, O=C([O-])[O-], CC(C)=O, Cl, [K+], [K+], O, COC(=O)c1ncccc1O. The product is COC(=O)c1ncccc1OCc1ccccc1. As a reaction SMILES: [Br:18][CH2:19][c:20]1[cH:21][cH:22][cH:23][cH:24][cH:25]1.[C:12](=[O:13])([O-:14])[O-:15].[CH3:27][C:28](=[O:29])[CH3:30].[ClH:26].[K+:16].[K+:17].[OH2:31].[OH:1][c:2]1[c:3]([C:8](=[O:9])[O:10][CH3:11])[n:4][cH:5][cH:6][cH:7]1>>[O:1]([c:2]1[c:3]([C:8](=[O:9])[O:10][CH3:11])[n:4][cH:5][cH:6][cH:7]1)[CH2:19][c:20]1[cH:21][cH:22][cH:23][cH:24][cH:25]1. Yields the product Cc1cc(N2CC(S(C)(=O)=O)CC2C(=O)O)n(-c2ccnc(Cl)c2)n1. Reactants: COC(=O)C1CC(S(C)(=O)=O)CN1c1cc(C)nn1-c1ccnc(Cl)c1, [Li+], [OH-]. RXN SMILES: [CH3:1][O:2][C:3](=[O:4])[CH:5]1[N:6]([c:14]2[n:15](-[c:20]3[cH:21][c:22]([Cl:26])[n:23][cH:24][cH:25]3)[n:16][c:17]([CH3:19])[cH:18]2)[CH2:7][CH:8]([S:10](=[O:11])(=[O:12])[CH3:13])[CH2:9]1.[Li+:27].[OH-:28]>>[O:2]=[C:3]([OH:4])[CH:5]1[N:6]([c:14]2[n:15](-[c:20]3[cH:21][c:22]([Cl:26])[n:23][cH:24][cH:25]3)[n:16][c:17]([CH3:19])[cH:18]2)[CH2:7][CH:8]([S:10](=[O:11])(=[O:12])[CH3:13])[CH2:9]1. Starting materials: C(C)(C)(C)OC(=O)NC(C(=O)O)CC1CCOCC1 (2-t-butoxycarbonylamino-3-(tetrahydro-pyran-4-yl)-propionic acid), CN(CCCN=C=NCC)C (1-(3-dimethylaminopropyl)-3-ethylcarbodiimide), ON1N=NC2=C1C=CC=C2 (1-hydroxybenzotriazole), NC1=NN(C=C1)CC(C)(O)C (1-(3-amino-pyrazol-1-yl)-2-methyl-propan-2-ol). The solvent is ClCCl (dichloromethane), ClCCl (dichloromethane). Conditions: temperature 25 celsius, time 2 hour. Product: C(C)(C)(C)OC(NC(CC1CCOCC1)C(NC1=NN(C=C1)CC(C)(C)O)=O)=O ([1-[1-(2-hydroxy-2-methyl-propyl)-1H-pyrazol-3-ylcarbamoyl]-2-(tetrahydro-pyran-4-yl)-ethyl]-carbamic acid t-butyl ester). Yield: 93.2%. RXN SMILES: [C:1]([O:5][C:6]([NH:8][CH:9]([CH2:13][CH:14]1[CH2:19][CH2:18][O:17][CH2:16][CH2:15]1)[C:10]([OH:12])=O)=[O:7])([CH3:4])([CH3:3])[CH3:2].CN(C)CCCN=C=NCC.ON1C2C=CC=CC=2N=N1.[NH2:41][C:42]1[CH:46]=[CH:45][N:44]([CH2:47][C:48]([CH3:51])([OH:50])[CH3:49])[N:43]=1>ClCCl>[C:1]([O:5][C:6](=[O:7])[NH:8][CH:9]([C:10](=[O:12])[NH:41][C:42]1[CH:46]=[CH:45][N:44]([CH2:47][C:48]([OH:50])([CH3:49])[CH3:51])[N:43]=1)[CH2:13][CH:14]1[CH2:19][CH2:18][O:17][CH2:16][CH2:15]1)([CH3:2])([CH3:3])[CH3:4]. Procedure: A solution of 2-t-butoxycarbonylamino-3-(tetrahydro-pyran-4-yl)-propionic acid (500 mg, 1.83 mmol) in dichloromethane (15 mL) was treated with 1-(3-dimethylaminopropyl)-3-ethylcarbodiimide (285 mg, 1.85 mmol) and 1-hydroxybenzotriazole (260 mg, 1.92 mmol). The reaction mixture was stirred at 25° C. for 2 h followed by the addition of 1-(3-amino-pyrazol-1-yl)-2-methyl-propan-2-ol (prepared in U.S. Pat. Appl. US2008021032 Example 80, 312 mg, 2.01 mmol). The reaction mixture was then stirred for 18... Reactants: C([O-])([O-])=O.[Na+].[Na+] (sodium carbonate), [N+]=1(C(=CC=CC1)C)[O-] (2-Picoline-N-oxide), S(O)(O)(=O)=O (sulphuric acid), [N+](=O)(O)[O-] (nitric acid), ice. Conditions: temperature 5 celsius. Product: CC1N(C=CC(=C1)[N+](=O)[O-])O (2-Methyl-4-nitro-pyridin-1-ol). As a reaction SMILES: [N+:1]1([O-:8])[C:2]([CH3:7])=[CH:3][CH:4]=[CH:5][CH:6]=1.S(=O)(=O)(O)O.C(=O)([O-])[O-].[Na+].[Na+].[N+:20]([O-])([OH:22])=[O:21]>>[CH3:7][CH:2]1[CH:3]=[C:4]([N+:20]([O-:22])=[O:21])[CH:5]=[CH:6][N:1]1[OH:8] |f:2.3.4|. Procedure details: 2-Picoline-N-oxide (14)(21.9 g, 0.2 mmol) was added to a concentrated sulphuric acid (76 mL), maintaining the temperature below 40° C. The mixture was cooled to 5° C.; fuming nitric acid (60 mL) was the added dropwise over 15 minutes, maintaining reaction temperature below 10° C. After the addition was complete the reaction mixture was heated to 100° C. for 1.5 hours. The reaction was then cooled to rt and poured over ice (ca 500 g), the resultant green/yellow solution was neutralised by additio...